Dataset: the Open Reaction Database (ORD), a public repository of structured organic reaction records. Task: describe an organic reaction: reactants, conditions, products, and yield The reactants are N#Cc1nccn1Cc1ccoc1, CCO. Yields the product NCc1nccn1Cc1ccoc1. RXN SMILES: [C:1](#[N:2])[c:3]1[n:4]([CH2:8][c:9]2[cH:10][o:11][cH:12][cH:13]2)[cH:5][cH:6][n:7]1.[CH3:14][CH2:15][OH:16]>>[CH2:1]([NH2:2])[c:3]1[n:4]([CH2:8][c:9]2[cH:10][o:11][cH:12][cH:13]2)[cH:5][cH:6][n:7]1.